This data is from the Open Reaction Database (ORD), a public repository of structured organic reaction records. The task is: describe an organic reaction: reactants, conditions, products, and yield Reactants: CCCC1(CC)COc2c(Cc3ccc(C(C)C)cc3)c(C)cc(C)c21, CC[SiH](CC)CC, O, O=C(O)C(F)(F)F. Product: CCC1COc2c(Cc3ccc(C(C)C)cc3)c(C)cc(C)c21. As a reaction SMILES: [CH2:1]([CH3:2])[C:3]1([CH2:24][CH2:25][CH3:26])[CH2:4][O:5][c:6]2[c:7]1[c:8]([CH3:23])[cH:9][c:10]([CH3:22])[c:11]2[CH2:12][c:13]1[cH:14][cH:15][c:16]([CH:19]([CH3:20])[CH3:21])[cH:17][cH:18]1.[CH2:27]([SiH:28]([CH2:29][CH3:30])[CH2:31][CH3:32])[CH3:33].[OH2:34].[OH:35][C:36]([C:37]([F:38])([F:39])[F:40])=[O:41]>>[CH2:1]([CH3:2])[CH:3]1[CH2:4][O:5][c:6]2[c:7]1[c:8]([CH3:23])[cH:9][c:10]([CH3:22])[c:11]2[CH2:12][c:13]1[cH:14][cH:15][c:16]([CH:19]([CH3:20])[CH3:21])[cH:17][cH:18]1. The reactants are C(CCC)[Sn](C=1C=C(C2=C(C=CO2)C1)C1OCCCO1)(CCCC)CCCC (tributyl-(7-[1,3]dioxan-2-yl-benzofuran-5-yl)stannane), C(C)(=O)[O-].C(C)(=O)[O-].C(C)(=O)[O-].C(C)(=O)[O-].[Pb+4] (lead tetraacetate), mercuric acetate. Solvent: C(Cl)(Cl)Cl (chloroform). Product: C(C)(=O)O[Pb](C=1C=C(C2=C(C=CO2)C1)C1OCCCO1)(OC(C)=O)OC(C)=O (Acetic acid bis(acetoxy)-(7-[1,3]dioxan-2-yl-benzofuran-5-yl)-plumbanyl ester). The yield is 82.2%. RXN SMILES: C([Sn](CCCC)(CCCC)[C:6]1[CH:7]=[C:8]([CH:15]2[O:20][CH2:19][CH2:18][CH2:17][O:16]2)[C:9]2[O:13][CH:12]=[CH:11][C:10]=2[CH:14]=1)CCC.[C:29]([O-:32])(=[O:31])[CH3:30].[C:33]([O-:36])(=[O:35])[CH3:34].[C:37]([O-:40])(=[O:39])[CH3:38].C([O-])(=O)C.[Pb+4:45]>C(Cl)(Cl)Cl>[C:29]([O:32][Pb:45]([O:39][C:37](=[O:40])[CH3:38])([O:35][C:33](=[O:36])[CH3:34])[C:6]1[CH:7]=[C:8]([CH:15]2[O:16][CH2:17][CH2:18][CH2:19][O:20]2)[C:9]2[O:13][CH:12]=[CH:11][C:10]=2[CH:14]=1)(=[O:31])[CH3:30] |f:1.2.3.4.5|. Reported procedure: A stirred solution of tributyl-(7-[1,3]dioxan-2-yl-benzofuran-5-yl)stannane (9.6 g), lead tetraacetate (9.8 g) and mercuric acetate (350 mg) in chloroform (200 ml) was heated at 45° for 20 h. The mixture was cooled and filtered through Hyflo. The filtrate was evaporated to dryness. The residual gum was triturated under hexane (200 ml) for 2 h to give the title compound as an off-white solid (9.4 g), m.p. 92-94°. RXN SMILES: [Br:1][C:2]1[N:3]=[C:4]([C:7]([NH:9][NH2:10])=O)[S:5][CH:6]=1.[CH:11]1([NH2:14])[CH2:13][CH2:12]1.[C:15](O)(=O)C>C1(C)C=CC=CC=1>[Br:1][C:2]1[N:3]=[C:4]([C:7]2[N:14]([CH:11]3[CH2:13][CH2:12]3)[CH:15]=[N:10][N:9]=2)[S:5][CH:6]=1. Product: BrC=1N=C(SC1)C1=NN=CN1C1CC1 (4-bromo-2-(4-cyclopropyl-4H-1,2,4-triazol-3-yl)thiazole). Reaction conditions: temperature 150 celsius, time 5 minute. The solvent is C1(=CC=CC=C1)C (toluene). Procedure: The 4-bromothiazole-2-carbohydrazide (620 mg, 2.8 mmol) and toluene (9 mL) were added to a sealable vial, and N,N-dimethylformamide/N,N-dimethylacetamide complex (920 μL, 6.9 mmol) was added. The mixture was stirred for 5 minutes, then cyclopropyl amine (770 μL, 11 mmol), and acetic acid (160 μL, 2.8 mmol) were added, and the reaction was heated in a microwave reactor at 150° C. for 30 minutes. The solvent was removed under reduced pressure, and the residue purified by flash chromatography (1→7%... The yield is 97.5%. Starting materials: C1(CC1)N (cyclopropyl amine), C(C)(=O)O (acetic acid), BrC=1N=C(SC1)C(=O)NN (4-bromothiazole-2-carbohydrazide). Reactants: N1=CC=CC=C1 (Pyridine), Cl (hydrochloride), NC1=CC=C(CN2C(N(C3=C2C=CC=C3)CC3=CC=C(C=C3)OC(F)(F)F)=O)C=C1 (1-(4-aminobenzyl)-3-(4-trifluoromethoxybenzyl)-1,3-dihydrobenzimidazol-2-one), CS(=O)(=O)Cl (methanesulphonyl chloride), Cl (hydrochloric acid). Solvent: C1CCOC1 (THF), O (H2O). Conditions: time 30 minute. The product is FC(OC1=CC=C(CN2C(N(C3=C2C=CC=C3)CC3=CC=C(C=C3)NS(=O)(=O)C)=O)C=C1)(F)F (N-{4-[3-(4-trifluoromethoxybenzyl)-2-oxo-2,3-dihydrobenzimidazol-1-ylmethyl]phenyl}methanesulfonamide). As a reaction SMILES: N1C=CC=CC=1.Cl.[NH2:8][C:9]1[CH:37]=[CH:36][C:12]([CH2:13][N:14]2[C:18]3[CH:19]=[CH:20][CH:21]=[CH:22][C:17]=3[N:16]([CH2:23][C:24]3[CH:29]=[CH:28][C:27]([O:30][C:31]([F:34])([F:33])[F:32])=[CH:26][CH:25]=3)[C:15]2=[O:35])=[CH:11][CH:10]=1.[CH3:38][S:39](Cl)(=[O:41])=[O:40]>O.C1COCC1>[F:32][C:31]([F:33])([F:34])[O:30][C:27]1[CH:28]=[CH:29][C:24]([CH2:23][N:16]2[C:17]3[CH:22]=[CH:21][CH:20]=[CH:19][C:18]=3[N:14]([CH2:13][C:12]3[CH:11]=[CH:10][C:9]([NH:8][S:39]([CH3:38])(=[O:41])=[O:40])=[CH:37][CH:36]=3)[C:15]2=[O:35])=[CH:25][CH:26]=1. Procedure: Pyridine (0.4 mL, 5.0 mmol) was added to a suspension of the hydrochloride of 1-(4-aminobenzyl)-3-(4-trifluoromethoxybenzyl)-1,3-dihydrobenzimidazol-2-one (U) (806 mg, 1.79 mmol) in abs. THF (40 mL). The reaction mixture was stirred at RT for 30 min, methanesulphonyl chloride (0.16 mL, 2.1 mmol, dissolved in abs. THF (1 mL)) was added within a period of 20 min, and the reaction mixture was again stirred at RT over a period of 18 h. To the reaction mixture there were then added H2O (150 mL) and a...